This data is from the Open Reaction Database (ORD), a public repository of structured organic reaction records. The task is: describe an organic reaction: reactants, conditions, products, and yield Starting materials: C(C1=CC=CC=C1)N1C2=C(C=CC=C2C=2C(=CC=CC12)O)C (9-Benzyl-8-methyl-9H-carbazol-4-ol), Cl.C(C)N(CCCl)CC (2-diethylaminoethylchloride hydrochloride), C([O-])([O-])=O.[K+].[K+] (potassium carbonate), [I-].[Na+] (sodium iodide). Solvent: CN(C)C=O (DMF). The product is C(C1=CC=CC=C1)N1C2=C(C=CC=C2C=2C(=CC=CC12)OCCN(CC)CC)C (N-{2-[(9-Benzyl-8-methyl-9H-carbazol-4-yl)oxy]ethyl}-N,N-diethylamine). Isolated yield 32.1%. As a reaction SMILES: [CH2:1]([N:8]1[C:20]2[CH:19]=[CH:18][CH:17]=[C:16]([OH:21])[C:15]=2[C:14]2[C:9]1=[C:10]([CH3:22])[CH:11]=[CH:12][CH:13]=2)[C:2]1[CH:7]=[CH:6][CH:5]=[CH:4][CH:3]=1.Cl.[CH2:24]([N:26]([CH2:30][CH3:31])[CH2:27][CH2:28]Cl)[CH3:25].C(=O)([O-])[O-].[K+].[K+].[I-].[Na+]>CN(C=O)C>[CH2:1]([N:8]1[C:20]2[CH:19]=[CH:18][CH:17]=[C:16]([O:21][CH2:25][CH2:24][N:26]([CH2:30][CH3:31])[CH2:27][CH3:28])[C:15]=2[C:14]2[C:9]1=[C:10]([CH3:22])[CH:11]=[CH:12][CH:13]=2)[C:2]1[CH:3]=[CH:4][CH:5]=[CH:6][CH:7]=1 |f:1.2,3.4.5,6.7|. Reported procedure: 9-Benzyl-8-methyl-9H-carbazol-4-ol (0.0566 g, 0.20 mmol), 2-diethylaminoethylchloride hydrochloride (0.0505 g, 0.29 mmol), potassium carbonate (0.0922 g, 0.67 mmol), sodium iodide (0.0029 g, 0.019 mmol) and DMF (1 mL) are heated at 85° C. for 4 h. After the mixture had cooled, it is partitioned between water and ether. The combined organic layers are dried over magnesium sulfate and concentrated to an oil. The oil is chromatographed on silica gel (15 mL) using methanol/dichloromethane (1/99 to 2... The reactants are O=C(C(=O)OCC)CC(CC)=O (ethyl 2,4-dioxohexanoate), [Cl-].CC(C)=[NH2+] (dimethylmethylene ammonium chloride), N (ammonia). Product: OC=1C(NCC1C(CC)=O)=O (3-Hydroxy-2-oxo-4-propionyl-2,5-dihydropyrrole). As a reaction SMILES: [O:1]=[C:2]([CH2:8][C:9](=[O:12])[CH2:10][CH3:11])[C:3]([O:5]CC)=O.[Cl-].C[C:15](=[NH2+:17])C.N>>[OH:1][C:2]1[C:3](=[O:5])[NH:17][CH2:15][C:8]=1[C:9](=[O:12])[CH2:10][CH3:11] |f:1.2|. Reported procedure: Reaction of ethyl 2,4-dioxohexanoate with dimethylmethylene ammonium chloride and ammonia, analogous to the procedure in Preparation 8, gave the title compound as an amorphous solid. 1H nmr (250 MHz, DMSO-d6) δ0.99 (t, J=7.3 Hz, 3H), 2.75 (q, J=7.3 Hz, 2H), 3.81 (s, 2H), 8.84 (s, 1H). The reactants are [OH-].[Na+] (sodium hydroxide), FC1=C(NC2=NC=NC3=CC(=CC=C23)NCCOC)C=C(C(=C1)C)OC(=O)OC (4-(2-fluoro-5-methoxycarbonyloxy4-methylanilino)-7-(2-methoxyethylamino)quinazoline), Cl (hydrochloric acid). The solvent is O (water), CO (methanol). Reaction conditions: time 30 minute. Product: Cl.FC1=C(NC2=NC=NC3=CC(=CC=C23)NCCOC)C=C(C(=C1)C)O (4-(2-fluoro-5-hydroxy-4-methylanilino)-7-(2-methoxyethylamino)quinazoline hydrochloride). Yield: 90.0%. Reaction SMILES: [OH-].[Na+].[F:3][C:4]1[CH:25]=[C:24]([CH3:26])[C:23]([O:27]C(OC)=O)=[CH:22][C:5]=1[NH:6][C:7]1[C:16]2[C:11](=[CH:12][C:13]([NH:17][CH2:18][CH2:19][O:20][CH3:21])=[CH:14][CH:15]=2)[N:10]=[CH:9][N:8]=1.[ClH:32]>CO.O>[ClH:32].[F:3][C:4]1[CH:25]=[C:24]([CH3:26])[C:23]([OH:27])=[CH:22][C:5]=1[NH:6][C:7]1[C:16]2[C:11](=[CH:12][C:13]([NH:17][CH2:18][CH2:19][O:20][CH3:21])=[CH:14][CH:15]=2)[N:10]=[CH:9][N:8]=1 |f:0.1,6.7|. Procedure: 2M Aqueous sodium hydroxide solution (760 μl, 1.5 mmol) was added to a solution of 4-(2-fluoro-5-methoxycarbonyloxy4-methylanilino)-7-(2-methoxyethylamino)quinazoline (304 mg, 0.76 mmol) in methanol (8 ml) at 5° C. and the mixture then stirred for 30 minutes at ambient temperature. The mixture was diluted with water and adjusted to pH6 with 2M hydrochloric acid. The precipitated solid was collected by filtration and then suspended in methylene chloride/methanol. A 5M solution of hydrogen chlorid... Starting materials: [OH-].[Na+] (NaOH), C(C1=CC=CC=C1)OC(=O)N[C@@H]1C(N(CC1)[C@@H]1[C@@H](CC(CC1)=O)NC(OCC[Si](C)(C)C)=O)=O (2-(trimethylsilyl)ethyl (1R,2S)-2-((S)-3-benzyloxycarbonylamino-2-oxopyrrolidin-1-yl)-5-oxocyclohexylcarbamate), C(C)(C)(C)N (t-butylamine), C(#N)[BH3-].[Na+] (sodium cyanoborohydride). Reagents/catalysts: CC([O-])C.[Ti+4].CC([O-])C.CC([O-])C.CC([O-])C (Titanium(IV) isopropoxide). Run in C(Cl)Cl (methylene chloride), C(Cl)Cl (methylene chloride), CO (MeOH). Run at time 2 hour. The product is C(C1=CC=CC=C1)OC(=O)N[C@@H]1C(N(CC1)[C@@H]1[C@@H](C[C@@H](CC1)NC(C)(C)C)NC(OCC[Si](C)(C)C)=O)=O (2-(trimethylsilyl)ethyl (1R,2S,5R)-2-((S)-3-benzyloxycarbonylamino-2-oxopyrrolidin-1-yl)-5-(tert-butylamino)cyclohexylcarbamate), 5S. The yield is 83.0%. As a reaction SMILES: [CH2:1]([O:8][C:9]([NH:11][C@H:12]1[CH2:16][CH2:15][N:14]([C@H:17]2[CH2:22][CH2:21][C:20](=O)[CH2:19][C@H:18]2[NH:24][C:25](=[O:33])[O:26][CH2:27][CH2:28][Si:29]([CH3:32])([CH3:31])[CH3:30])[C:13]1=[O:34])=[O:10])[C:2]1[CH:7]=[CH:6][CH:5]=[CH:4][CH:3]=1.[C:35]([NH2:39])([CH3:38])([CH3:37])[CH3:36].C([BH3-])#N.[Na+].[OH-].[Na+]>C(Cl)Cl.CC(C)[O-].[Ti+4].CC(C)[O-].CC(C)[O-].CC(C)[O-].CO>[CH2:1]([O:8][C:9]([NH:11][C@H:12]1[CH2:16][CH2:15][N:14]([C@H:17]2[CH2:22][CH2:21][C@@H:20]([NH:39][C:35]([CH3:38])([CH3:37])[CH3:36])[CH2:19][C@H:18]2[NH:24][C:25](=[O:33])[O:26][CH2:27][CH2:28][Si:29]([CH3:30])([CH3:31])[CH3:32])[C:13]1=[O:34])=[O:10])[C:2]1[CH:3]=[CH:4][CH:5]=[CH:6][CH:7]=1 |f:2.3,4.5,7.8.9.10.11|. Procedure details: To a solution of 2-(trimethylsilyl)ethyl (1R,2S)-2-((S)-3-benzyloxycarbonylamino-2-oxopyrrolidin-1-yl)-5-oxocyclohexylcarbamate (0.550 g, 1.123 mmol) in methylene chloride (0.4 mL) was added t-butylamine (1.180 ml, 11.23 mmol) and Titanium(IV) isopropoxide (6.63 ml, 22.47 mmol). This mixture was stirred for 2 h before sodium cyanoborohydride (127 mg, 2.022 mmol) and MeOH (1 mL) were added. After 2 h, methylene chloride (50 mL) was added, followed by 1N NaOH. The mixture was filtered through Celi... Starting materials: CC(C)(C)OC(=O)C(N)Cc1ccc(O)cc1, O=C(Cl)c1c(F)cccc1F. Yields the product CC(C)(C)OC(=O)C(Cc1ccc(O)cc1)NC(=O)c1c(F)cccc1F. Reaction SMILES: [C:1]([CH3:2])([CH3:3])([CH3:4])[O:5][C:6]([CH:7]([NH2:8])[CH2:9][c:10]1[cH:11][cH:12][c:13]([OH:16])[cH:14][cH:15]1)=[O:17].[F:18][c:19]1[c:20]([C:21](=[O:22])[Cl:23])[c:24]([F:28])[cH:25][cH:26][cH:27]1>>[C:1]([CH3:2])([CH3:3])([CH3:4])[O:5][C:6]([CH:7]([NH:8][C:21]([c:20]1[c:19]([F:18])[cH:27][cH:26][cH:25][c:24]1[F:28])=[O:22])[CH2:9][c:10]1[cH:11][cH:12][c:13]([OH:16])[cH:14][cH:15]1)=[O:17]. Reactants: CC1=C(C#N)C(c2ccc3[nH]nc(C=O)c3c2)C(C#N)=C(C)N1, Cl, NO, c1ccncc1. Product: CC1=C(C#N)C(c2ccc3[nH]nc(C=NO)c3c2)C(C#N)=C(C)N1. Reaction SMILES: [CH:4](=[O:5])[c:6]1[n:7][nH:8][c:9]2[cH:10][cH:11][c:12]([CH:15]3[C:16]([C:25]#[N:26])=[C:17]([CH3:24])[NH:18][C:19]([CH3:23])=[C:20]3[C:21]#[N:22])[cH:13][c:14]12.[ClH:3].[NH2:1][OH:2].[cH:27]1[cH:28][cH:29][n:30][cH:31][cH:32]1>>[N:1]([OH:2])=[CH:4][c:6]1[n:7][nH:8][c:9]2[cH:10][cH:11][c:12]([CH:15]3[C:16]([C:25]#[N:26])=[C:17]([CH3:24])[NH:18][C:19]([CH3:23])=[C:20]3[C:21]#[N:22])[cH:13][c:14]12. The reactants are ClC1=NC=CC(=N1)N1C([C@](CC1)(C#N)C(C)C)=O ((3S)-1-(2-chloropyrimidin-4-yl)-3-isopropyl-2-oxopyrrolidine-3-carbonitrile), NC=1C=NN(C1)C1CN(C1)C(=O)OC(C)(C)C (tert-butyl 3-(4-amino-1H-pyrazol-1-yl)azetidine-1-carboxylate), C([O-])([O-])=O.[Cs+].[Cs+] (cesium carbonate), dicyclohexyl(2′,4′,6′-triisopopropyl-3,6-dimethoxybiphenyl-2-yl)phosphine. Reagents/catalysts: C=1C=CC(=CC1)/C=C/C(=O)/C=C/C2=CC=CC=C2.C=1C=CC(=CC1)/C=C/C(=O)/C=C/C2=CC=CC=C2.C=1C=CC(=CC1)/C=C/C(=O)/C=C/C2=CC=CC=C2.[Pd].[Pd] (tris(dibenzylideneacetone)dipalladium(0)). The solvent is C(C)(C)(C)O (tert-butanol). Reaction conditions: temperature 100 celsius, time 5 hour. Yields the product C(#N)[C@@]1(C(N(CC1)C1=NC(=NC=C1)NC=1C=NN(C1)C1CN(C1)C(=O)OC(C)(C)C)=O)C(C)C (tert-butyl 3-(4-((4-((3S)-3-cyano-3-isopropyl-2-oxopyrrolidin-1-yl)pyrimidin-2-yl)amino)-1H-pyrazol-1-yl)azetidine-1-carboxylate). Yield: 11.6%. As a reaction SMILES: Cl[C:2]1[N:7]=[C:6]([N:8]2[CH2:12][CH2:11][C@:10]([CH:15]([CH3:17])[CH3:16])([C:13]#[N:14])[C:9]2=[O:18])[CH:5]=[CH:4][N:3]=1.[NH2:19][C:20]1[CH:21]=[N:22][N:23]([CH:25]2[CH2:28][N:27]([C:29]([O:31][C:32]([CH3:35])([CH3:34])[CH3:33])=[O:30])[CH2:26]2)[CH:24]=1.C(=O)([O-])[O-].[Cs+].[Cs+]>C(O)(C)(C)C.C1C=CC(/C=C/C(/C=C/C2C=CC=CC=2)=O)=CC=1.C1C=CC(/C=C/C(/C=C/C2C=CC=CC=2)=O)=CC=1.C1C=CC(/C=C/C(/C=C/C2C=CC=CC=2)=O)=CC=1.[Pd].[Pd]>[C:13]([C@@:10]1([CH:15]([CH3:17])[CH3:16])[CH2:11][CH2:12][N:8]([C:6]2[CH:5]=[CH:4][N:3]=[C:2]([NH:19][C:20]3[CH:21]=[N:22][N:23]([CH:25]4[CH2:28][N:27]([C:29]([O:31][C:32]([CH3:35])([CH3:34])[CH3:33])=[O:30])[CH2:26]4)[CH:24]=3)[N:7]=2)[C:9]1=[O:18])#[N:14] |f:2.3.4,6.7.8.9.10|. Reported procedure: To a mixture of (3S)-1-(2-chloropyrimidin-4-yl)-3-isopropyl-2-oxopyrrolidine-3-carbonitrile (200 mg) obtained in Step A of Example 9, tert-butyl 3-(4-amino-1H-pyrazol-1-yl)azetidine-1-carboxylate (97 mg) obtained in Step B of Example 131, cesium carbonate (370 mg) and dicyclohexyl(2′,4′,6′-triisopopropyl-3,6-dimethoxybiphenyl-2-yl)phosphine (57 mg) in tert-butanol (2.0 mL) was added tris(dibenzylideneacetone)dipalladium(0) (48 mg), and the mixture was stirred at 100° C. for 5 hr. The insoluble s...